Dataset: the Open Reaction Database (ORD), a public repository of structured organic reaction records. Task: describe an organic reaction: reactants, conditions, products, and yield Starting materials: COc1cc(OC)c2c(c1)oc(=O)n2CCCBr, CCCCC1CCNCC1. Yields the product CCCCC1CCN(CCCn2c(=O)oc3cc(OC)cc(OC)c32)CC1. As a reaction SMILES: [Br:1][CH2:2][CH2:3][CH2:4][n:5]1[c:6](=[O:18])[o:7][c:8]2[c:9]1[c:10]([O:16][CH3:17])[cH:11][c:12]([O:14][CH3:15])[cH:13]2.[CH2:19]([CH2:20][CH2:21][CH3:22])[CH:23]1[CH2:24][CH2:25][NH:26][CH2:27][CH2:28]1>>[CH2:2]([CH2:3][CH2:4][n:5]1[c:6](=[O:18])[o:7][c:8]2[c:9]1[c:10]([O:16][CH3:17])[cH:11][c:12]([O:14][CH3:15])[cH:13]2)[N:26]1[CH2:25][CH2:24][CH:23]([CH2:19][CH2:20][CH2:21][CH3:22])[CH2:28][CH2:27]1. Starting materials: CCOC(C)=O, CCCCCC, [Na+], [OH-], O, O=CNC(Cc1ccc(F)cc1)c1ccc(OCc2ccccc2)cc1. Product: NC(Cc1ccc(F)cc1)c1ccc(OCc2ccccc2)cc1. Reaction SMILES: [CH3:1][CH2:2][O:3][C:4]([CH3:5])=[O:6].[CH3:7][CH2:8][CH2:9][CH2:10][CH2:11][CH3:12].[Na+:40].[OH-:39].[OH2:41].[c:13]1([CH2:19][O:20][c:21]2[cH:22][cH:23][c:24]([CH:27]([CH2:28][c:29]3[cH:30][cH:31][c:32]([F:35])[cH:33][cH:34]3)[NH:36][CH:37]=[O:38])[cH:25][cH:26]2)[cH:14][cH:15][cH:16][cH:17][cH:18]1>>[c:13]1([CH2:19][O:20][c:21]2[cH:22][cH:23][c:24]([CH:27]([CH2:28][c:29]3[cH:30][cH:31][c:32]([F:35])[cH:33][cH:34]3)[NH2:36])[cH:25][cH:26]2)[cH:14][cH:15][cH:16][cH:17][cH:18]1. Starting materials: Brc1cccnc1, O=C([O-])[O-], OCCCO, COCCOC, [K+], [K+], O=[N+]([O-])c1cccc(B(O)O)c1, O, c1ccc(P(c2ccccc2)(c2ccccc2)[Pd](P(c2ccccc2)(c2ccccc2)c2ccccc2)(P(c2ccccc2)(c2ccccc2)c2ccccc2)P(c2ccccc2)(c2ccccc2)c2ccccc2)cc1. The product is O=[N+]([O-])c1cccc(-c2cccnc2)c1. As a reaction SMILES: [Br:13][c:14]1[cH:15][n:16][cH:17][cH:18][cH:19]1.[C:20](=[O:21])([O-:22])[O-:23].[CH2:26]([OH:27])[CH2:28][CH2:29][OH:30].[CH2:32]([CH2:33][O:34][CH3:35])[O:36][CH3:37].[K+:24].[K+:25].[N+:1](=[O:2])([O-:3])[c:4]1[cH:5][c:6]([B:10]([OH:11])[OH:12])[cH:7][cH:8][cH:9]1.[OH2:31].[cH:38]1[cH:39][cH:40][c:41]([P:42]([Pd:43]([P:44]([c:45]2[cH:46][cH:47][cH:48][cH:49][cH:50]2)([c:51]2[cH:52][cH:53][cH:54][cH:55][cH:56]2)[c:57]2[cH:58][cH:59][cH:60][cH:61][cH:62]2)([P:63]([c:64]2[cH:65][cH:66][cH:67][cH:68][cH:69]2)([c:70]2[cH:71][cH:72][cH:73][cH:74][cH:75]2)[c:76]2[cH:77][cH:78][cH:79][cH:80][cH:81]2)[P:82]([c:83]2[cH:84][cH:85][cH:86][cH:87][cH:88]2)([c:89]2[cH:90][cH:91][cH:92][cH:93][cH:94]2)[c:95]2[cH:96][cH:97][cH:98][cH:99][cH:100]2)([c:101]2[cH:102][cH:103][cH:104][cH:105][cH:106]2)[c:107]2[cH:108][cH:109][cH:110][cH:111][cH:112]2)[cH:113][cH:114]1>>[N+:1](=[O:2])([O-:3])[c:4]1[cH:5][c:6](-[c:14]2[cH:15][n:16][cH:17][cH:18][cH:19]2)[cH:7][cH:8][cH:9]1. Reactants: C(C1=CC=CC=C1)NC1=C(C=NC=2N1N=CC2C(=O)O)C(=O)N2CCC(CC2)C2=CC=CC=C2 (7-Benzylamino-6-(4-phenylpiperidine-1-carbonyl)pyrazolo[1,5-a]pyrimidine-3-carboxylic acid), C(=O)(N1C=NC=C1)N1C=NC=C1 (1,1′-carbonyldiimidazole), CS(=O)(=O)N (Methanesulfonamide), C1CCC2=NCCCN2CC1 (DBU), C(CC(O)(C(=O)O)CC(=O)O)(=O)O (citric acid). The solvent is CN(C)C=O (DMF), O (water). Reaction conditions: time 2 hour. Yields the product C(C1=CC=CC=C1)NC1=C(C=NC=2N1N=CC2C(=O)NS(=O)(=O)C)C(=O)N2CCC(CC2)C2=CC=CC=C2 (N-[7-Benzylamino-6-(4-phenylpiperidine-1-carbonyl)pyrazolo[1,5-a]pyrimidine-3-carbonyl]methanesulfonamide). RXN SMILES: [CH2:1]([NH:8][C:9]1[N:14]2[N:15]=[CH:16][C:17]([C:18](O)=[O:19])=[C:13]2[N:12]=[CH:11][C:10]=1[C:21]([N:23]1[CH2:28][CH2:27][CH:26]([C:29]2[CH:34]=[CH:33][CH:32]=[CH:31][CH:30]=2)[CH2:25][CH2:24]1)=[O:22])[C:2]1[CH:7]=[CH:6][CH:5]=[CH:4][CH:3]=1.C(N1C=CN=C1)(N1C=CN=C1)=O.[CH3:47][S:48]([NH2:51])(=[O:50])=[O:49].C1CCN2C(=NCCC2)CC1.C(O)(=O)CC(CC(O)=O)(C(O)=O)O>CN(C=O)C.O>[CH2:1]([NH:8][C:9]1[N:14]2[N:15]=[CH:16][C:17]([C:18]([NH:51][S:48]([CH3:47])(=[O:50])=[O:49])=[O:19])=[C:13]2[N:12]=[CH:11][C:10]=1[C:21]([N:23]1[CH2:24][CH2:25][CH:26]([C:29]2[CH:34]=[CH:33][CH:32]=[CH:31][CH:30]=2)[CH2:27][CH2:28]1)=[O:22])[C:2]1[CH:3]=[CH:4][CH:5]=[CH:6][CH:7]=1. Procedure: 7-Benzylamino-6-(4-phenylpiperidine-1-carbonyl)pyrazolo[1,5-a]pyrimidine-3-carboxylic acid (0.9 g, 1.9 mmol) obtained in step 5 was dissolved in DMF (15 mL), 1,1′-carbonyldiimidazole (1.2 g, 7.6 mmol) was added, and the mixture was stirred at room temperature for 2 hr. Methanesulfonamide (0.9 g, 9.5 mmol) and DBU (1.4 g, 9.5 mmol) were added to the reaction mixture, and the mixture was stirred at 60° C. for 1 hr. 10% Aqueous citric acid solution (5 mL) and water (60 mL) were added to the reactio... Reactants: C(C)OC=1C=NC(=NC1)C1=C(C(=O)N[C@@H]2[C@H](CCC2)NC2=NC=C(N=C2)C(F)(F)F)C=CC=C1 (2-(5-Ethoxypyrimidin-2-yl)-N-[(1S,2S)-2-{[5-(trifluoromethyl)pyrazin-2-yl]amino}cyclopentyl]benzamide), N=1N(N=CC1)C=1C(=NC=CC1)C(=O)O (3-(2H-1,2,3-triazol-2-yl)pyridine-2-carboxylic acid), Cl.C1(CC1)C=1C(=NC=C(N1)C(F)(F)F)N[C@@H]1[C@H](CCC1)N ((1S,2S)-1-N-[3-cyclopropyl-5-(trifluoromethyl)pyrazin-2-yl]cyclopentane-1,2-diamine hydrochloride), Cl.C1(CC1)C=1C(=NC=C(N1)C(F)(F)F)N[C@@H]1[C@H](CCC1)N ((1S,2S)-1-N-[3-cyclopropyl-5-(trifluoromethyl)pyrazin-2-yl]cyclopentane-1,2-diamine hydrochloride). The product is C1(CC1)C=1C(=NC=C(N1)C(F)(F)F)N[C@@H]1[C@H](CCC1)NC(=O)C1=NC=CC=C1N1N=CC=N1 (N-[(1S,2S)-2-{[3-Cyclopropyl-5-(trifluoromethyl)pyrazin-2-yl]amino}cyclopentyl]-3-(2H-1,2,3-triazol-2-yl)pyridine-2-carboxamide). As a reaction SMILES: C(OC1C=NC(C2C=CC=CC=2C(N[C@H]2CCC[C@@H]2NC2C=NC(C(F)(F)F)=CN=2)=O)=NC=1)C.Cl.[CH:36]1([C:39]2[C:40]([NH:49][C@H:50]3[CH2:54][CH2:53][CH2:52][C@@H:51]3[NH2:55])=[N:41][CH:42]=[C:43]([C:45]([F:48])([F:47])[F:46])[N:44]=2)[CH2:38][CH2:37]1.[N:56]1[N:57]([C:61]2[C:62]([C:67](O)=[O:68])=[N:63][CH:64]=[CH:65][CH:66]=2)[N:58]=[CH:59][CH:60]=1>>[CH:36]1([C:39]2[C:40]([NH:49][C@H:50]3[CH2:54][CH2:53][CH2:52][C@@H:51]3[NH:55][C:67]([C:62]3[C:61]([N:57]4[N:58]=[CH:59][CH:60]=[N:56]4)=[CH:66][CH:65]=[CH:64][N:63]=3)=[O:68])=[N:41][CH:42]=[C:43]([C:45]([F:47])([F:48])[F:46])[N:44]=2)[CH2:37][CH2:38]1 |f:1.2|. Procedure: Prepared according to the procedure for 2-(5-Ethoxypyrimidin-2-yl)-N-[(1S,2S)-2-{[5-(trifluoromethyl)pyrazin-2-yl]amino}cyclopentyl]benzamide (Example 135) from (1S,2S)-1-N-[3-cyclopropyl-5-(trifluoromethyl)pyrazin-2-yl]cyclopentane-1,2-diamine hydrochloride (Intermediate 48; 105 mg, 0.33 mmol) and 3-(2H-1,2,3-triazol-2-yl)pyridine-2-carboxylic acid (CAS number 1252907-86-0; 74 mg, 0.39 mmol) except after work-up, the organics were loaded directly on to a cation/anion mixed mode cartridge, elute... Starting materials: Cl.C1(CC1)COC1=C(C=C(C(=C1)F)C)C=1C2=C(N=CN1)C(=C(N2)C)C(=O)NC2CCNCC2 (4-[2-(cyclopropylmethoxy)-4-fluoro-5-methylphenyl]-6-methyl-N-(piperidin-4-yl)-5H-pyrrolo[3,2-d]pyrimidine-7-carboxamide hydrochloride), C(C)(=O)O[C@H](C(=O)Cl)C ((2S)-1-chloro-1-oxopropan-2-yl acetate). Product: C1(CC1)COC1=C(C=C(C(=C1)F)C)C=1C2=C(N=CN1)C(=C(N2)C)C(=O)NC2CCN(CC2)C([C@H](C)O)=O (4-[2-(Cyclopropylmethoxy)-4-fluoro-5-methylphenyl]-N-{1-[(2S)-2-hydroxypropanoyl]piperidin-4-yl}-6-methyl-5H-pyrrolo[3,2-d]pyrimidine-7-carboxamide). Reaction SMILES: Cl.[CH:2]1([CH2:5][O:6][C:7]2[CH:12]=[C:11]([F:13])[C:10]([CH3:14])=[CH:9][C:8]=2[C:15]2[C:16]3[NH:23][C:22]([CH3:24])=[C:21]([C:25]([NH:27][CH:28]4[CH2:33][CH2:32][NH:31][CH2:30][CH2:29]4)=[O:26])[C:17]=3[N:18]=[CH:19][N:20]=2)[CH2:4][CH2:3]1.C([O:37][C@@H:38]([CH3:42])[C:39](Cl)=[O:40])(=O)C>>[CH:2]1([CH2:5][O:6][C:7]2[CH:12]=[C:11]([F:13])[C:10]([CH3:14])=[CH:9][C:8]=2[C:15]2[C:16]3[NH:23][C:22]([CH3:24])=[C:21]([C:25]([NH:27][CH:28]4[CH2:29][CH2:30][N:31]([C:39](=[O:40])[C@@H:38]([OH:37])[CH3:42])[CH2:32][CH2:33]4)=[O:26])[C:17]=3[N:18]=[CH:19][N:20]=2)[CH2:4][CH2:3]1 |f:0.1|. Reported procedure: Starting from 4-[2-(cyclopropylmethoxy)-4-fluoro-5-methylphenyl]-6-methyl-N-(piperidin-4-yl)-5H-pyrrolo[3,2-d]pyrimidine-7-carboxamide hydrochloride (example D.f40) and commercially available (2S)-1-chloro-1-oxopropan-2-yl acetate the title compound is obtained as colorless solid. Starting materials: ClCCl, CN1CCOCC1, CC(C)(C)OC(=O)Cn1cccc(N)c1=O, O=S(=O)(Cl)Cc1ccccc1. Product: CC(C)(C)OC(=O)Cn1cccc(NS(=O)(=O)Cc2ccccc2)c1=O. Reaction SMILES: [CH2:35]([Cl:36])[Cl:37].[CH3:17][N:18]1[CH2:19][CH2:20][O:21][CH2:22][CH2:23]1.[NH2:1][c:2]1[c:3](=[O:16])[n:4]([CH2:8][C:9](=[O:10])[O:11][C:12]([CH3:13])([CH3:14])[CH3:15])[cH:5][cH:6][cH:7]1.[c:24]1([CH2:30][S:31](=[O:32])(=[O:33])[Cl:34])[cH:25][cH:26][cH:27][cH:28][cH:29]1>>[NH:1]([c:2]1[c:3](=[O:16])[n:4]([CH2:8][C:9](=[O:10])[O:11][C:12]([CH3:13])([CH3:14])[CH3:15])[cH:5][cH:6][cH:7]1)[S:31]([CH2:30][c:24]1[cH:25][cH:26][cH:27][cH:28][cH:29]1)(=[O:32])=[O:33]. The reactants are NC1=C(C=C(C=C1)N1CCCCC1)C1=NC=CC(=C1)NC1=CC(=C(C=C1)C)C (2-(2-amino-5-(piperidin-1-yl)phenyl)-N-(3,4-dimethylphenyl)pyridin-4-amine), N1=CC=CC=C1 (pyridine), ClC(=O)C=1C=C(CSCCC(=O)OC)C=CC1 (methyl 3-(3-(chlorocarbonyl)benzylthio)propanoate). Solvent: O1CCCC1 (tetrahydrofuran). Run at time 1.5 hour. Product: CC=1C=C(C=CC1C)NC1=CC(=NC=C1)C1=C(C=CC(=C1)N1CCCCC1)NC(=O)C=1C=C(CSCCC(=O)OC)C=CC1 (methyl 3-(3-((2-(4-(3,4-dimethylphenylamino)pyridin-2-yl)-4-(piperidin-1-yl)phenyl)carbamoyl)benzylthio)propanoate). As a reaction SMILES: [NH2:1][C:2]1[CH:7]=[CH:6][C:5]([N:8]2[CH2:13][CH2:12][CH2:11][CH2:10][CH2:9]2)=[CH:4][C:3]=1[C:14]1[CH:19]=[C:18]([NH:20][C:21]2[CH:26]=[CH:25][C:24]([CH3:27])=[C:23]([CH3:28])[CH:22]=2)[CH:17]=[CH:16][N:15]=1.N1C=CC=CC=1.Cl[C:36]([C:38]1[CH:39]=[C:40]([CH:49]=[CH:50][CH:51]=1)[CH2:41][S:42][CH2:43][CH2:44][C:45]([O:47][CH3:48])=[O:46])=[O:37]>O1CCCC1>[CH3:28][C:23]1[CH:22]=[C:21]([NH:20][C:18]2[CH:17]=[CH:16][N:15]=[C:14]([C:3]3[CH:4]=[C:5]([N:8]4[CH2:13][CH2:12][CH2:11][CH2:10][CH2:9]4)[CH:6]=[CH:7][C:2]=3[NH:1][C:36]([C:38]3[CH:39]=[C:40]([CH:49]=[CH:50][CH:51]=3)[CH2:41][S:42][CH2:43][CH2:44][C:45]([O:47][CH3:48])=[O:46])=[O:37])[CH:19]=2)[CH:26]=[CH:25][C:24]=1[CH3:27]. Reported procedure: Into a 50-mL 3-necked round bottom flask, was placed a solution of 2-(2-amino-5-(piperidin-1-yl)phenyl)-N-(3,4-dimethylphenyl)pyridin-4-amine (270 mg, 0.72 mmol, 1.00 equiv) in tetrahydrofuran (10 mL), pyridine (170 mg, 2.15 mmol, 2.97 equiv), and methyl 3-(3-(chlorocarbonyl)benzylthio)propanoate (197.6 mg, 0.72 mmol, 1.00 equiv). The resulting solution was stirred for 1.5 h at room temperature. This reaction was used directly in next step without workup. Reactants: Cl (hydrochloric acid), BrC=1C=CC(=C(C1)C1C(C(OC(C1=O)(C)C)(C)C)=O)CC (4-(5-bromo-2-ethylphenyl)-2,2,6,6-tetramethylpyran-3,5-dione), N1[C@H](C(=O)O)CCC1 (L-proline), [OH-].[Na+] (sodium hydroxide), solution. Reagents/catalysts: [Cu]I (copper(I) iodide). Conditions: temperature 200 celsius. Product: C(C)C1=C(C=C(C=C1)O)C1C(C(OC(C1=O)(C)C)(C)C)=O (4-(2-ethyl-5-hydroxyphenyl)-2,2,6,6-tetramethylpyran-3,5-dione). Reaction SMILES: Br[C:2]1[CH:3]=[CH:4][C:5]([CH2:20][CH3:21])=[C:6]([CH:8]2[C:13](=[O:14])[C:12]([CH3:16])([CH3:15])[O:11][C:10]([CH3:18])([CH3:17])[C:9]2=[O:19])[CH:7]=1.N1CCC[C@H]1C(O)=[O:25].[OH-].[Na+].Cl>[Cu]I>[CH2:20]([C:5]1[CH:4]=[CH:3][C:2]([OH:25])=[CH:7][C:6]=1[CH:8]1[C:13](=[O:14])[C:12]([CH3:16])([CH3:15])[O:11][C:10]([CH3:18])([CH3:17])[C:9]1=[O:19])[CH3:21] |f:2.3|. Procedure details: A mixture of 4-(5-bromo-2-ethylphenyl)-2,2,6,6-tetramethylpyran-3,5-dione (1.0 g, 2.8 mmol), copper(I) iodide (108 mg, 0.57 mmol) and L-proline (33 mg, 0.28 mmol) in an aqueous solution of sodium hydroxide (8.8 ml of a 1N solution) is heated at 200° C. for 2 hours under microwave irradiation. The mixture is cooled to room temperature, poured into 2M aqueous hydrochloric acid and extracted with ethyl acetate. The organic extract is washed with brine, dried over anhydrous magnesium sulfate, filter...